Dataset: the Open Reaction Database (ORD), a public repository of structured organic reaction records. Task: describe an organic reaction: reactants, conditions, products, and yield Reactants: C(C)N (Ethylamine), N1=CC(=CC=C1)C1(S(CCCC1)=O)C(=S)SC (methyl 2-(pyridin-3-yl)tetrahydrothiopyran-2-carbodithioate 1-oxide), C (charcoal). The solvent is C(C)C(=O)C (methyl ethyl ketone), C(C)(C)OC(C)C (diisopropyl ether), C(C)C(=O)C (methyl ethyl ketone), C(C)O (ethanol). Reaction conditions: time 30 minute. Product: C(C)NC(=S)C1(S(CCCC1)=O)C=1C=NC=CC1 (N-ethyl-2-(pyridin-3-yl)tetrahydrothiopyran-2-carbothioamide 1-oxide). The yield is 28.3%. Reaction SMILES: [CH2:1]([NH2:3])[CH3:2].[N:4]1[CH:9]=[CH:8][CH:7]=[C:6]([C:10]2([C:17](SC)=[S:18])[CH2:15][CH2:14][CH2:13][CH2:12][S:11]2=[O:16])[CH:5]=1.C>C(O)C.C(C(C)=O)C.C(OC(C)C)(C)C>[CH2:1]([NH:3][C:17]([C:10]1([C:6]2[CH:5]=[N:4][CH:9]=[CH:8][CH:7]=2)[CH2:15][CH2:14][CH2:13][CH2:12][S:11]1=[O:16])=[S:18])[CH3:2]. Procedure details: Ethylamine (34 g) is added dropwise, in the course of 5 minutes, to a solution of methyl 2-(pyridin-3-yl)tetrahydrothiopyran-2-carbodithioate 1-oxide (10.7 g) in ethanol (120 cc), kept at between 20° and 25° C. The solution is then stirred for 1 hour 30 minutes at the same temperature and then concentrated to dryness under reduced pressure (20 mm Hg; 2.7 kPa) at 50° C. The product obtained (12 g) is chromatographed on neutral silica gel (0.040-0.063 mm; 145 g) contained in a column of diameter 4... Starting materials: OC1C(CC2=CC=C(C=C12)C#N)(C)C (3-hydroxy-2,2-dimethyl-2,3-dihydro-1H-indene-5-carbonitrile), C=1C=CC(=CC1)P(=O)(C=2C=CC=CC2)N=[N+]=[N-] (DPPA), OC1C(CC2=CC=C(C=C12)C#N)(C)C (3-Hydroxy-2,2-dimethyl-2,3-dihydro-1H-indene-5-carbonitrile), C1CCC2=NCCCN2CC1 (DBU). Solvent: C1(=CC=CC=C1)C (toluene). Conditions: temperature 0 celsius, time 30 minute. Yields the product N(=[N+]=[N-])C1C(CC2=CC=C(C=C12)C#N)(C)C (3-Azido-2,2-dimethyl-2,3-dihydro-1H-indene-5-carbonitrile). The yield is 73.0%. As a reaction SMILES: O[CH:2]1[C:10]2[C:5](=[CH:6][CH:7]=[C:8]([C:11]#[N:12])[CH:9]=2)[CH2:4][C:3]1([CH3:14])[CH3:13].C1C=CC(P([N:29]=[N+:30]=[N-:31])(C2C=CC=CC=2)=O)=CC=1.C1CCN2C(=NCCC2)CC1>C1(C)C=CC=CC=1>[N:29]([CH:2]1[C:10]2[C:5](=[CH:6][CH:7]=[C:8]([C:11]#[N:12])[CH:9]=2)[CH2:4][C:3]1([CH3:14])[CH3:13])=[N+:30]=[N-:31]. Procedure: To a solution of Step B. 3-hydroxy-2,2-dimethyl-2,3-dihydro-1H-indene-5-carbonitrile (4.98 g, 0.027 mol) in toluene (60 mL) at 0° C. was added DPPA (8.6 mL, 0.040 mol) via syringe dropwise followed by DBU (6.0 mL, 0.040 mol) via syringe dropwise. After stirring at 0° C. for 10 min and rt for 30 min, the mixture was heated at 80° C. for 60 h, then cooled to rt and partitioned between EtOAc (400 mL)/water (100 mL). Resulting layers were separated and the organic layer was washed with water (100 mL...